This data is from the Open Reaction Database (ORD), a public repository of structured organic reaction records. The task is: describe an organic reaction: reactants, conditions, products, and yield Starting materials: C=CS(=O)(=O)Oc1ccccc1, Cl, CC(C)[N+](=O)[O-]. Yields the product CC(C)(CCS(=O)(=O)Oc1ccccc1)[N+](=O)[O-]. RXN SMILES: [CH:1](=[CH2:2])[S:3](=[O:4])(=[O:5])[O:6][c:7]1[cH:8][cH:9][cH:10][cH:11][cH:12]1.[ClH:19].[N+:13](=[O:14])([O-:15])[CH:16]([CH3:17])[CH3:18]>>[CH2:1]([CH2:2][C:16]([N+:13](=[O:14])[O-:15])([CH3:17])[CH3:18])[S:3](=[O:4])(=[O:5])[O:6][c:7]1[cH:8][cH:9][cH:10][cH:11][cH:12]1. Starting materials: CCOc1cc(C(C)(C)C)ccc1C1=NC(C)(c2ccc(Cl)cc2)C(C)(c2ccc(Cl)cc2)N1C(=O)Cl, C1CNCCN1. The product is CCOc1cc(C(C)(C)C)ccc1C1=NC(C)(c2ccc(Cl)cc2)C(C)(c2ccc(Cl)cc2)N1C(=O)N1CCNCC1. Reaction SMILES: [C:1]([CH3:2])([CH3:3])([CH3:4])[c:5]1[cH:6][c:7]([O:35][CH2:36][CH3:37])[c:8]([C:11]2=[N:15][C:14]([CH3:16])([c:17]3[cH:18][cH:19][c:20]([Cl:23])[cH:21][cH:22]3)[C:13]([CH3:24])([c:25]3[cH:26][cH:27][c:28]([Cl:31])[cH:29][cH:30]3)[N:12]2[C:32](=[O:33])[Cl:34])[cH:9][cH:10]1.[CH2:38]1[CH2:39][NH:40][CH2:41][CH2:42][NH:43]1>>[C:1]([CH3:2])([CH3:3])([CH3:4])[c:5]1[cH:6][c:7]([O:35][CH2:36][CH3:37])[c:8]([C:11]2=[N:15][C:14]([CH3:16])([c:17]3[cH:18][cH:19][c:20]([Cl:23])[cH:21][cH:22]3)[C:13]([CH3:24])([c:25]3[cH:26][cH:27][c:28]([Cl:31])[cH:29][cH:30]3)[N:12]2[C:32](=[O:33])[N:40]2[CH2:39][CH2:38][NH:43][CH2:42][CH2:41]2)[cH:9][cH:10]1. Starting materials: N[C@@H](CCC(N)=O)C(=O)O (L-glutamine), 1-[2-(mercaptomethyl)-3-mercaptopropanoyl]-L-glutamine, N1[C@H](C(=O)O)CCC1 (L-proline), C(C)(=O)SCC(C(=O)N[C@@H](CCC(N)=O)C(=O)O)CSC(C)=O (N-[2-(acetylthiomethyl)-3-(acetylthio)propanoyl]-L-glutamine). Yields the product SCC(C(=O)N[C@@H](CCC(N)=O)C(=O)O)CS (N-[2-(Mercaptomethyl)-3-mercaptopropanoyl]-L-glutamine). Procedure details: By substituting L-glutamine for the L-proline in the procedure of Example 3B, and then submitting the product to the procedure of Example 4, N-[2-(acetylthiomethyl)-3-(acetylthio)propanoyl]-L-glutamine and 1-[2-(mercaptomethyl)-3-mercaptopropanoyl]-L-glutamine are obtained. As a reaction SMILES: N[C@H](C(O)=O)CCC(=O)N.N1CCC[C@H]1C(O)=O.C([S:22][CH2:23][CH:24]([CH2:37][S:38]C(=O)C)[C:25]([NH:27][C@H:28]([C:34]([OH:36])=[O:35])[CH2:29][CH2:30][C:31](=[O:33])[NH2:32])=[O:26])(=O)C>>[SH:22][CH2:23][CH:24]([CH2:37][SH:38])[C:25]([NH:27][C@H:28]([C:34]([OH:36])=[O:35])[CH2:29][CH2:30][C:31](=[O:33])[NH2:32])=[O:26]. Reactants: COC=1C=C(C=C(C1OC)OC)C#CC=1SC=C(N1)C(=O)OCC (Ethyl 2-(3,4,5-trimethoxyphenylethynyl)thiazole-4-carboxylate), Cl (hydrochloric acid), solution, [OH-].[Na+] (sodium hydroxide). The solvent is CO (methanol). Run at time 4 hour. The product is COC=1C=C(C=C(C1OC)OC)C#CC=1SC=C(N1)C(=O)O (2-(3,4,5-Trimethoxyphenylethynyl)thiazole-4-carboxylic Acid). Reaction SMILES: [CH3:1][O:2][C:3]1[CH:4]=[C:5]([C:13]#[C:14][C:15]2[S:16][CH:17]=[C:18]([C:20]([O:22]CC)=[O:21])[N:19]=2)[CH:6]=[C:7]([O:11][CH3:12])[C:8]=1[O:9][CH3:10].[OH-].[Na+].Cl>CO>[CH3:12][O:11][C:7]1[CH:6]=[C:5]([C:13]#[C:14][C:15]2[S:16][CH:17]=[C:18]([C:20]([OH:22])=[O:21])[N:19]=2)[CH:4]=[C:3]([O:2][CH3:1])[C:8]=1[O:9][CH3:10] |f:1.2|. Reported procedure: Ethyl 2-(3,4,5-trimethoxyphenylethynyl)thiazole-4-carboxylate (200 mg) was suspended in methanol (2 mL), to the suspension a 4 M solution (1 mL) of sodium hydroxide was added, and the mixture was stirred at room temperature for 4 hours. Concentrated hydrochloric acid was added dropwise to the reaction mixture at 0° C. to weakly acidify the reaction mixture. Crystals formed were collected by filtration, washed with water and dried to obtain the title compound. Reactants: C(CCCCCCCCCCCCCCCCC)Br (n-octadecyl bromide), C1(=CC=CC=C1)P(C1=CC=CC=C1)C1=CC=CC=C1 (triphenyl phosphine). The solvent is C1(=CC=CC=C1)C (toluene). Run at time 1 hour. Yields the product [Br-].C1(=CC=CC=C1)[P+](CCCCCCCCCCCCCCCCCC)(C1=CC=CC=C1)C1=CC=CC=C1 (Triphenyl-n-octadecylphosphonium bromide). RXN SMILES: [CH2:1]([Br:19])[CH2:2][CH2:3][CH2:4][CH2:5][CH2:6][CH2:7][CH2:8][CH2:9][CH2:10][CH2:11][CH2:12][CH2:13][CH2:14][CH2:15][CH2:16][CH2:17][CH3:18].[C:20]1([P:26]([C:33]2[CH:38]=[CH:37][CH:36]=[CH:35][CH:34]=2)[C:27]2[CH:32]=[CH:31][CH:30]=[CH:29][CH:28]=2)[CH:25]=[CH:24][CH:23]=[CH:22][CH:21]=1>C1(C)C=CC=CC=1>[Br-:19].[C:33]1([P+:26]([C:20]2[CH:21]=[CH:22][CH:23]=[CH:24][CH:25]=2)([C:27]2[CH:32]=[CH:31][CH:30]=[CH:29][CH:28]=2)[CH2:1][CH2:2][CH2:3][CH2:4][CH2:5][CH2:6][CH2:7][CH2:8][CH2:9][CH2:10][CH2:11][CH2:12][CH2:13][CH2:14][CH2:15][CH2:16][CH2:17][CH3:18])[CH:34]=[CH:35][CH:36]=[CH:37][CH:38]=1 |f:3.4|. Procedure details: Triphenyl-n-octadecylphosphonium bromide is prepared by refluxing n-octadecyl bromide (1000 grams) and triphenyl phosphine (787 grams) in about 1400 ml. of toluene for 16 hours at about 110° C. The product is precipitated from the cooled solution by the addition of about 500 ml. of ethyl acetate and the crystals filtered from solution. These crystals, 1550 grams, are added to 890 grams of sodium 3,5-dicarbomethoxybenzenesulfonate in 3000 ml. of water which is heated to 80°-85° C. and stirred for... Starting materials: C1(CCCCC1)C=1C2=C(N3CCOC4=C(C13)C=CC(=C4)OC4CN(CCC4)S(=O)(=O)C)C=C(C=C2)C(=O)OC (methyl 12-cyclohexyl-3-(1-methanesulfonylpiperidin-3-yloxy)-6,7-dihydro-5-oxa-7a -azadibenzo[a,e]azulene-9-carboxylate), [OH-].[Na+] (sodium hydroxide), Cl (hydrochloric acid). The solvent is O1CCCC1 (tetrahydrofuran), CO (methanol). Run at temperature 55 celsius, time 2 hour. The product is C1(CCCCC1)C=1C2=C(N3CCOC4=C(C13)C=CC(=C4)OC4CN(CCC4)S(=O)(=O)C)C=C(C=C2)C(=O)O (12-cyclohexyl-3-(1-methanesulfonylpiperidin-3-yloxy)-6,7-dihydro-5-oxa-7a-azadibenzo[a,e]azulene-9-carboxylic acid). The yield is 54.6%. RXN SMILES: [CH:1]1([C:7]2[C:8]3[CH:35]=[CH:34][C:33]([C:36]([O:38]C)=[O:37])=[CH:32][C:9]=3[N:10]3[C:16]=2[C:15]2[CH:17]=[CH:18][C:19]([O:21][CH:22]4[CH2:27][CH2:26][CH2:25][N:24]([S:28]([CH3:31])(=[O:30])=[O:29])[CH2:23]4)=[CH:20][C:14]=2[O:13][CH2:12][CH2:11]3)[CH2:6][CH2:5][CH2:4][CH2:3][CH2:2]1.[OH-].[Na+].Cl>O1CCCC1.CO>[CH:1]1([C:7]2[C:8]3[CH:35]=[CH:34][C:33]([C:36]([OH:38])=[O:37])=[CH:32][C:9]=3[N:10]3[C:16]=2[C:15]2[CH:17]=[CH:18][C:19]([O:21][CH:22]4[CH2:27][CH2:26][CH2:25][N:24]([S:28]([CH3:31])(=[O:30])=[O:29])[CH2:23]4)=[CH:20][C:14]=2[O:13][CH2:12][CH2:11]3)[CH2:6][CH2:5][CH2:4][CH2:3][CH2:2]1 |f:1.2|. Procedure details: To a solution of methyl 12-cyclohexyl-3-(1-methanesulfonylpiperidin-3-yloxy)-6,7-dihydro-5-oxa-7a -azadibenzo[a,e]azulene-9-carboxylate (47 mg, 0.085 mmol) in tetrahydrofuran (1 ml) and methanol (1 ml) was added 4N aqueous sodium hydroxide solution (0.5 ml), and the mixture was stirred at 55° C. for 2 hr. The mixture was adjusted to pH 6.5 by adding 1N hydrochloric acid (2 ml), and extracted with a mixed solvent of ethyl acetate and tetrahydrofuran. The organic layer was washed with saturated br... Starting materials: C(C=C)(=O)OCC (ethyl acrylate), C1(=C(C=CC=C1)P(C1=C(C=CC=C1)C)C1=C(C=CC=C1)C)C (tris-o-tolylphosphine), C(CCC)N(CCCC)CCCC (tributylamine), C(C1=CC=CC=C1)OC(=O)N1CCC(CC1)OC1=CC=C(C=C1)C[C@@H](COC=1C=C(C#N)C=CC1)NS(=O)(=O)C1=CC=C(C=C1)I (3-[(2S)-3-[4-[1-(benzyloxycarbonyl)-4-piperidyloxy]phenyl]-2-(4-iodobenzenesulfonylamino)propoxy]benzonitrile). The reagents and catalysts are C(C)(=O)[O-].[Pd+2].C(C)(=O)[O-] (palladium acetate). The solvent is C(C)#N (acetonitrile), ClCCl (dichloromethane). Product: C(C1=CC=CC=C1)OC(=O)N1CCC(CC1)OC1=CC=C(C=C1)C[C@@H](COC1=CC(=CC=C1)C#N)NS(=O)(=O)C1=CC=C(C=C1)/C=C/C(=O)OCC (ethyl (2E)-3-[4-[(2S)-1-[4-[1-(benzyloxycarbonyl)-4-piperidyloxy]phenyl]-3-(3-cyanophenoxy)-2-propylsulfamoyl]phenyl]acrylate). Reaction SMILES: [CH2:1]([O:8][C:9]([N:11]1[CH2:16][CH2:15][CH:14]([O:17][C:18]2[CH:23]=[CH:22][C:21]([CH2:24][C@H:25]([NH:36][S:37]([C:40]3[CH:45]=[CH:44][C:43](I)=[CH:42][CH:41]=3)(=[O:39])=[O:38])[CH2:26][O:27][C:28]3[CH:29]=[C:30]([CH:33]=[CH:34][CH:35]=3)[C:31]#[N:32])=[CH:20][CH:19]=2)[CH2:13][CH2:12]1)=[O:10])[C:2]1[CH:7]=[CH:6][CH:5]=[CH:4][CH:3]=1.[C:47]([O:51][CH2:52][CH3:53])(=[O:50])[CH:48]=[CH2:49].C1(C)C=CC=CC=1P(C1C=CC=CC=1C)C1C=CC=CC=1C.C(N(CCCC)CCCC)CCC>C(#N)C.C([O-])(=O)C.[Pd+2].C([O-])(=O)C.ClCCl>[CH2:1]([O:8][C:9]([N:11]1[CH2:16][CH2:15][CH:14]([O:17][C:18]2[CH:23]=[CH:22][C:21]([CH2:24][C@H:25]([NH:36][S:37]([C:40]3[CH:45]=[CH:44][C:43](/[CH:49]=[CH:48]/[C:47]([O:51][CH2:52][CH3:53])=[O:50])=[CH:42][CH:41]=3)(=[O:39])=[O:38])[CH2:26][O:27][C:28]3[CH:35]=[CH:34][CH:33]=[C:30]([C:31]#[N:32])[CH:29]=3)=[CH:20][CH:19]=2)[CH2:13][CH2:12]1)=[O:10])[C:2]1[CH:7]=[CH:6][CH:5]=[CH:4][CH:3]=1 |f:5.6.7|. Reported procedure: 738 mg (1.00 mmol)) of 3-[(2S)-3-[4-[1-(benzyloxycarbonyl)-4-piperidyloxy]phenyl]-2-(4-iodobenzenesulfonylamino)propoxy]benzonitrile was dissolved in 5 ml of acetonitrile. 0.22 ml (2.0 mmol) of ethyl acrylate, 11 mg (0.05 mmol) of palladium acetate, 91 mg (0.3 mmol) of tris-o-tolylphosphine and 0.48 ml (2.0 mmol) of tributylamine were added to the solution, and they were heated under reflux for 15 hours. After the same isolation process as that of step 1 in Example 1 with dichloromethane as the ...